Dataset: the Open Reaction Database (ORD), a public repository of structured organic reaction records. Task: describe an organic reaction: reactants, conditions, products, and yield Reactants: C(C=1C(N)=CC=CC1)(=O)OC (methyl anthranilate), C([O-])([O-])=O.[K+].[K+] (potassium carbonate), O (water), ClCC(=O)Cl (chloroacetyl chloride). The solvent is mixture, CC(=O)C.O (acetone water). Reaction conditions: time 2 hour. The product is ClCC(=O)NC1=C(C(=O)OC)C=CC=C1 (methyl o-(α-chloroacetylamino)benzoate). Reaction SMILES: [C:1]([O:10][CH3:11])(=[O:9])[C:2]1[C:3](=[CH:5][CH:6]=[CH:7][CH:8]=1)[NH2:4].C(=O)([O-])[O-].[K+].[K+].[Cl:18][CH2:19][C:20](Cl)=[O:21].O>CC(C)=O.O>[Cl:18][CH2:19][C:20]([NH:4][C:3]1[CH:5]=[CH:6][CH:7]=[CH:8][C:2]=1[C:1]([O:10][CH3:11])=[O:9])=[O:21] |f:1.2.3,6.7|. Procedure details: 38 Grams of methyl anthranilate and 35 g of potassium carbonate were dissolved in 300 ml of a mixture of acetone-water (2:1), then to this solution was added dropwise 30 g of chloroacetyl chloride under an ice-cooled condition with stirring. After completion of the addition, the reaction was carried out at a room temperature for 2 hours, then 200 ml of water was added to the reaction mixture, and the mixture obtained was ice-cooled, and the crystals precipitated were collected by filtration. The...